This data is from the Open Reaction Database (ORD), a public repository of structured organic reaction records. The task is: describe an organic reaction: reactants, conditions, products, and yield Starting materials: C1CCOC1, CCCCCCc1cccc(-c2nc(-c3ccc(C(=O)OC)cc3)c(C(=O)N3CCC(N4CCCC4)CC3)n2C)c1, CO, [Li+], [OH-]. Product: CCCCCCc1cccc(-c2nc(-c3ccc(C(=O)O)cc3)c(C(=O)N3CCC(N4CCCC4)CC3)n2C)c1. Reaction SMILES: [CH2:44]1[O:45][CH2:46][CH2:47][CH2:48]1.[CH3:1][O:2][C:3]([c:4]1[cH:5][cH:6][c:7](-[c:10]2[n:11][c:12](-[c:29]3[cH:30][c:31]([CH2:35][CH2:36][CH2:37][CH2:38][CH2:39][CH3:40])[cH:32][cH:33][cH:34]3)[n:13]([CH3:28])[c:14]2[C:15](=[O:16])[N:17]2[CH2:18][CH2:19][CH:20]([N:23]3[CH2:24][CH2:25][CH2:26][CH2:27]3)[CH2:21][CH2:22]2)[cH:8][cH:9]1)=[O:41].[CH3:49][OH:50].[Li+:42].[OH-:43]>>[O:2]=[C:3]([c:4]1[cH:5][cH:6][c:7](-[c:10]2[n:11][c:12](-[c:29]3[cH:30][c:31]([CH2:35][CH2:36][CH2:37][CH2:38][CH2:39][CH3:40])[cH:32][cH:33][cH:34]3)[n:13]([CH3:28])[c:14]2[C:15](=[O:16])[N:17]2[CH2:18][CH2:19][CH:20]([N:23]3[CH2:24][CH2:25][CH2:26][CH2:27]3)[CH2:21][CH2:22]2)[cH:8][cH:9]1)[OH:41]. Starting materials: IC=1C=C2C(=NC=NC2=CC1)OC1=CC=CC=C1 (6-iodo-4-phenoxyquinazoline), C(=O)C1=CC=C(C=C1)B(O)O (4-formylphenylboronic acid), C(=O)([O-])[O-].[Na+].[Na+] (Na2CO3), CCCC (butane). Reagents/catalysts: C1=CC=C(C=C1)C#N.C1=CC=C(C=C1)C#N.Cl[Pd]Cl (bis(benzonitrile)dichloro-palladium). The solvent is CCO (EtOH), O1CCCC1 (THF), C1(=CC=CC=C1)C (toluene). Run at time 30 minute. The product is O(C1=CC=CC=C1)C1=NC=NC2=CC=C(C=C12)C1=CC=C(C=O)C=C1 (4-(4-Phenoxy-quinazolin-6-yl)benzaldehyde). Yield: 94.0%. As a reaction SMILES: CCCC.I[C:6]1[CH:7]=[C:8]2[C:13](=[CH:14][CH:15]=1)[N:12]=[CH:11][N:10]=[C:9]2[O:16][C:17]1[CH:22]=[CH:21][CH:20]=[CH:19][CH:18]=1.[CH:23]([C:25]1[CH:30]=[CH:29][C:28](B(O)O)=[CH:27][CH:26]=1)=[O:24].C([O-])([O-])=O.[Na+].[Na+]>C1C=CC(C#N)=CC=1.C1C=CC(C#N)=CC=1.Cl[Pd]Cl.CCO.O1CCCC1.C1(C)C=CC=CC=1>[O:16]([C:9]1[C:8]2[C:13](=[CH:14][CH:15]=[C:6]([C:28]3[CH:29]=[CH:30][C:25]([CH:23]=[O:24])=[CH:26][CH:27]=3)[CH:7]=2)[N:12]=[CH:11][N:10]=1)[C:17]1[CH:22]=[CH:21][CH:20]=[CH:19][CH:18]=1 |f:3.4.5,6.7.8|. Procedure: To a solution of toluene (211 mL) in a 1.0 L round-bottom flask equipped with a reflux condenser was added 1,4-bis(diphenyl)phosphino)-butane (1.22 g, 2.87 mmol) and bis(benzonitrile)dichloro-palladium (1.1 g, 2.87 mmol). The resulting solution was stirred at room temperature for 30 minutes followed by the addition of THF (tetrahydrofuran) (255 mL) and EtOH (115 mL). To the resulting mixture was added 6-iodo-4-phenoxy-quinazoline 14 (5.0 g, 14.4 mmol), 4-formylphenylboronic acid (4.3 g, 28.7 mmo... Starting materials: resultant solution, NC1=NC(=NC(=N1)N(C1=CC=CC=C1)C)C1=NOC(=N1)C1=NC=CC=C1O (2-{3-[4-amino-6-(methyl-phenyl-amino)-[1,3,5]triazin-2-yl]-[1,2,4]oxadiazol-5-yl}-pyridin-3-ol), Intermediate 58, [OH-].[K+] (potassium hydroxide), FC(CI)(F)F (1,1,1-trifluoro-2-iodo-ethane). Run in C(C)(=O)OCC (ethyl acetate), CS(=O)C (DMSO). Product: CN(C1=NC(=NC(=N1)N)C1=NOC(=N1)C1=NC=CC=C1OCC(F)(F)F)C1=CC=CC=C1 (N-Methyl-N-phenyl-6-{5-[3-(2,2,2-trifluoro-ethoxy)-pyridin-2-yl]-[1,2,4]oxadiazol-3-yl}-[1,3,5]triazine-2,4-diamine). The yield is 57.0%. As a reaction SMILES: [NH2:1][C:2]1[N:7]=[C:6]([N:8]([CH3:15])[C:9]2[CH:14]=[CH:13][CH:12]=[CH:11][CH:10]=2)[N:5]=[C:4]([C:16]2[N:20]=[C:19]([C:21]3[C:26]([OH:27])=[CH:25][CH:24]=[CH:23][N:22]=3)[O:18][N:17]=2)[N:3]=1.[OH-].[K+].[F:30][C:31]([F:35])([F:34])[CH2:32]I>CS(C)=O.C(OCC)(=O)C>[CH3:15][N:8]([C:9]1[CH:10]=[CH:11][CH:12]=[CH:13][CH:14]=1)[C:6]1[N:7]=[C:2]([NH2:1])[N:3]=[C:4]([C:16]2[N:20]=[C:19]([C:21]3[C:26]([O:27][CH2:32][C:31]([F:35])([F:34])[F:30])=[CH:25][CH:24]=[CH:23][N:22]=3)[O:18][N:17]=2)[N:5]=1 |f:1.2|. Procedure details: To a solution of 2-{3-[4-amino-6-(methyl-phenyl-amino)-[1,3,5]triazin-2-yl]-[1,2,4]oxadiazol-5-yl}-pyridin-3-ol (prepared in an analogous manner to Intermediate 58, 85 mg, 0.23 mmol) in DMSO (5 mL) was added potassium hydroxide (77 mg, 138 μmol) and 1,1,1-trifluoro-2-iodo-ethane (159 mg, 760 μmol). The resultant solution was heated at 120 C for 12 h, allowed to cool to room temperature, diluted with ethyl acetate (10 mL) and washed with brine (3×10 mL). The organic layer was dried over anhydrous... The reactants are FC(CN)(F)F (2,2,2-Trifluoroethylamine), C(C)(C)(C)OC(=O)N[C@@H](C(C1=CC=C(C=C1)F)C1=CC=C(C=C1)F)C(=O)NC=1C=NC=C(C1CC[C@@H]1CN([C@@H](CO1)CO)C(=O)OC(C)(C)C)F (tert-Butyl (2R,5R)-2-[2-(3-{[N-(tert-butoxycarbonyl)-4-fluoro-β-(4-fluorophenyl)-L-phenylalanyl]amino}-5-fluoropyridin-4-yl)ethyl]-5-(hydroxymethyl)morpholine-4-carboxylate), C1=CN(C=N1)C(=O)N2C=CN=C2 (CDI), FC(CN)(F)F (2,2,2-Trifluoroethylamine). Run in N1=CC=CC=C1 (Pyridine). Run at temperature 60 celsius. Product: C(C)(C)(C)OC(=O)N[C@@H](C(C1=CC=C(C=C1)F)C1=CC=C(C=C1)F)C(=O)NC=1C=NC=C(C1CC[C@@H]1CN([C@@H](CO1)COC(NCC(F)(F)F)=O)C(=O)OC(C)(C)C)F (tert-Butyl (2R,5S)-2-[2-(3-{[N-(tert-butoxycarbonyl)-4-fluoro-β-(4-fluorophenyl)-L-phenylalanyl]amino}-5-fluoropyridin-4-yl)ethyl]-5-({[(2,2,2-trifluoroethyl)carbamoyl]oxy}methyl)morpholine-4-carboxylate). Isolated yield 73.3%. RXN SMILES: [C:1]([O:5][C:6]([NH:8][C@H:9]([C:25]([NH:27][C:28]1[CH:29]=[N:30][CH:31]=[C:32]([F:51])[C:33]=1[CH2:34][CH2:35][C@H:36]1[O:41][CH2:40][C@@H:39]([CH2:42][OH:43])[N:38]([C:44]([O:46][C:47]([CH3:50])([CH3:49])[CH3:48])=[O:45])[CH2:37]1)=[O:26])[CH:10]([C:18]1[CH:23]=[CH:22][C:21]([F:24])=[CH:20][CH:19]=1)[C:11]1[CH:16]=[CH:15][C:14]([F:17])=[CH:13][CH:12]=1)=[O:7])([CH3:4])([CH3:3])[CH3:2].C1N=CN([C:57](N2C=NC=C2)=[O:58])C=1.[F:64][C:65]([F:69])([F:68])[CH2:66][NH2:67]>N1C=CC=CC=1>[C:1]([O:5][C:6]([NH:8][C@H:9]([C:25]([NH:27][C:28]1[CH:29]=[N:30][CH:31]=[C:32]([F:51])[C:33]=1[CH2:34][CH2:35][C@H:36]1[O:41][CH2:40][C@@H:39]([CH2:42][O:43][C:57](=[O:58])[NH:67][CH2:66][C:65]([F:69])([F:68])[F:64])[N:38]([C:44]([O:46][C:47]([CH3:50])([CH3:49])[CH3:48])=[O:45])[CH2:37]1)=[O:26])[CH:10]([C:11]1[CH:16]=[CH:15][C:14]([F:17])=[CH:13][CH:12]=1)[C:18]1[CH:23]=[CH:22][C:21]([F:24])=[CH:20][CH:19]=1)=[O:7])([CH3:3])([CH3:4])[CH3:2]. Procedure: tert-Butyl (2R,5R)-2-[2-(3-{[N-(tert-butoxycarbonyl)-4-fluoro-β-(4-fluorophenyl)-L-phenylalanyl]amino}-5-fluoropyridin-4-yl)ethyl]-5-(hydroxymethyl)morpholine-4-carboxylate (1.50 g, 2.10 mmol) and CDI (0.425 g, 2.62 mmol) were heated at 60° C. in Pyridine (21 mL) for 30 min. 2,2,2-Trifluoroethylamine (3.29 mL, 42.0 mmol) was added and the reaction heated at 60° C. for 24 hours, A further aliquot of 2,2,2-Trifluoroethylamine (1.65 mL, 21.0 mmol) was added and the reaction heated at 60° C. for a f... Starting materials: ClC1=C(C=C(C(=C1)[N+](=O)[O-])OC)N1CCN(CC1)CCS(=O)(=O)C (1-[2-chloro-5-(methyloxy)-4-nitrophenyl]-4-[2-(methylsulfonyl)ethyl]piperazine), CCOC(=O)C (EtOAc). Reagents/catalysts: [Pt] (sulfided platinum on carbon). The solvent is CCO (EtOH). Conditions: time 8 hour. Yields the product ClC=1C(=CC(=C(N)C1)OC)N1CCN(CC1)CCS(=O)(=O)C (5-chloro-2-(methyloxy)-4-{4-[2-(methylsulfonyl)ethyl]-1-piperazinyl}aniline). The yield is 69.3%. Reaction SMILES: [Cl:1][C:2]1[CH:7]=[C:6]([N+:8]([O-])=O)[C:5]([O:11][CH3:12])=[CH:4][C:3]=1[N:13]1[CH2:18][CH2:17][N:16]([CH2:19][CH2:20][S:21]([CH3:24])(=[O:23])=[O:22])[CH2:15][CH2:14]1.CCOC(C)=O>CCO.[Pt]>[Cl:1][C:2]1[C:3]([N:13]2[CH2:18][CH2:17][N:16]([CH2:19][CH2:20][S:21]([CH3:24])(=[O:23])=[O:22])[CH2:15][CH2:14]2)=[CH:4][C:5]([O:11][CH3:12])=[C:6]([CH:7]=1)[NH2:8]. Procedure details: To 1-[2-chloro-5-(methyloxy)-4-nitrophenyl]-4-[2-(methylsulfonyl)ethyl]piperazine (1.38 g, 3.65 mmol) in EtOH (30 mL) was added EtOAc to help with solubility. The catalyst, 5% sulfided platinum on carbon (0.138 g, 0.035 mmol) was added. The reaction was placed on a Fischer-Porter Hydrogenator under 50 psi of H2 gas and was allowed to stir at rt overnight. The catalyst was filtered off and the filtrate was concentrated in vacuo, adsorbed onto silica gel and flash chromatographed. The desired frac... Reactants: [N+](#[C-])C(C)(C)C (2-isocyano-2-methylpropane), FC(C=1C=CC(=NC1)N)(F)F (5-(trifluoromethyl)pyridin-2-amine), FC=1C=C(C=O)C=CC1 (3-fluorobenzaldehyde), O.C1(=CC=C(C=C1)S(=O)(=O)O)C (p-toluenesulfonic acid monohydrate). Solvent: CO (MeOH). Reaction conditions: time 20 minute. Yields the product C(C)(C)(C)NC1=C(N=C2N1C=C(C=C2)C(F)(F)F)C2=CC(=CC=C2)F (tert-Butyl-[2-(3-fluoro-phenyl)-6-trifluoromethyl-imidazo[1,2-a]pyridin-3-yl]-amine). Yield: 9.7%. Reaction SMILES: [F:1][C:2]([F:11])([F:10])[C:3]1[CH:4]=[CH:5][C:6]([NH2:9])=[N:7][CH:8]=1.[F:12][C:13]1[CH:14]=[C:15]([CH:18]=[CH:19][CH:20]=1)[CH:16]=O.O.C1(C)C=CC(S(O)(=O)=O)=CC=1.[N+:33]([C:35]([CH3:38])([CH3:37])[CH3:36])#[C-:34]>CO>[C:35]([NH:33][C:34]1[N:7]2[CH:8]=[C:3]([C:2]([F:1])([F:10])[F:11])[CH:4]=[CH:5][C:6]2=[N:9][C:16]=1[C:15]1[CH:18]=[CH:19][CH:20]=[C:13]([F:12])[CH:14]=1)([CH3:38])([CH3:37])[CH3:36] |f:2.3|. Reported procedure: 5-(trifluoromethyl)pyridin-2-amine (200 mg, 1.23 mmol, Eq: 1.00), 3-fluorobenzaldehyde (161 mg, 137 μl, 1.3 mmol, Eq: 1.05) and p-toluenesulfonic acid monohydrate (70.4 mg, 370 μmol, Eq: 0.3) were dissolved in MeOH (2.00 mL) and the intensive yellow solution was stirred for 20 min. To this yellow solution was added dropwise 2-isocyano-2-methylpropane (103 mg, 140 μl, 1.23 mmol, Eq: 1.00) and the corresponding light yellow solution was stirred for 90 min. The solvent was removed, the remaining so... Reactants: [Br-], C1CCOC1, C[Mg+], Cl, CC(=O)c1ccc(-n2cnc(-c3c(-c4ccc(F)cc4)noc3C(F)(F)F)c2)cc1. The product is CC(C)(O)c1ccc(-n2cnc(-c3c(-c4ccc(F)cc4)noc3C(F)(F)F)c2)cc1. As a reaction SMILES: [Br-:31].[CH2:34]1[O:35][CH2:36][CH2:37][CH2:38]1.[CH3:32][Mg+:33].[ClH:39].[F:1][c:2]1[cH:3][cH:4][c:5](-[c:8]2[n:9][o:10][c:11]([C:27]([F:28])([F:29])[F:30])[c:12]2-[c:13]2[n:14][cH:15][n:16](-[c:18]3[cH:19][cH:20][c:21]([C:24]([CH3:25])=[O:26])[cH:22][cH:23]3)[cH:17]2)[cH:6][cH:7]1>>[F:1][c:2]1[cH:3][cH:4][c:5](-[c:8]2[n:9][o:10][c:11]([C:27]([F:28])([F:29])[F:30])[c:12]2-[c:13]2[n:14][cH:15][n:16](-[c:18]3[cH:19][cH:20][c:21]([C:24]([CH3:25])([OH:26])[CH3:32])[cH:22][cH:23]3)[cH:17]2)[cH:6][cH:7]1.